This data is from the Open Reaction Database (ORD), a public repository of structured organic reaction records. The task is: describe an organic reaction: reactants, conditions, products, and yield Run in C(C)(=O)OCC (ethyl acetate). Reported procedure: A mixture of 4-benzyloxy-1-(2-methoxy-ethyl)-1H-pyridin-2-one (1.4 g) and 10% palladium on carbon (100 mg) was stirred in ethyl acetate (50 mL) under a hydrogen atmosphere for 17 h. Then, the mixture was filtered through celite and concentrated to afford 4-hydroxy-1-(2-methoxy-ethyl)-1H-pyridin-2-one as a colourless solid. δH (300 MHz, CH3OD) 3.67 (2H, t), 4.10 (2H, t), 4.86 (3H, s), 5.85 (1H, d), 6.04 (1H, dd) and 7.48 (1H, d). Reagents/catalysts: [Pd] (palladium on carbon). Reaction SMILES: C([O:8][C:9]1[CH:14]=[CH:13][N:12]([CH2:15][CH2:16][O:17][CH3:18])[C:11](=[O:19])[CH:10]=1)C1C=CC=CC=1>[Pd].C(OCC)(=O)C>[OH:8][C:9]1[CH:14]=[CH:13][N:12]([CH2:15][CH2:16][O:17][CH3:18])[C:11](=[O:19])[CH:10]=1. The product is OC1=CC(N(C=C1)CCOC)=O (4-hydroxy-1-(2-methoxy-ethyl)-1H-pyridin-2-one). The reactants are C(C1=CC=CC=C1)OC1=CC(N(C=C1)CCOC)=O (4-benzyloxy-1-(2-methoxy-ethyl)-1H-pyridin-2-one).